The task is: describe an organic reaction: reactants, conditions, products, and yield. This data is from the Open Reaction Database (ORD), a public repository of structured organic reaction records. The reactants are C(C)OC(=O)C(=C)[C@@H]1[C@H](C(N1)=O)[C@@H](C)OC(=O)OCC1=CC=CC=C1 ((3S,4S)-4-(1-ethoxycarbonylethenyl)-3-(1-(R)-benzyloxycarbonyloxyethyl)-2-azetidinone). Reagents/catalysts: [Pd] (Pd/C). The solvent is C(C)O (ethanol). The product is C(C)OC(=O)C(C)[C@@H]1[C@H](C(N1)=O)[C@@H](C)O ((3S,4S)-4-(1-ethoxycarbonylethyl)-3-(1-(R)-hydroxyethyl)-2-azetidinone). As a reaction SMILES: [CH2:1]([O:3][C:4]([C:6]([C@H:8]1[NH:11][C:10](=[O:12])[C@@H:9]1[C@H:13]([O:15]C(OCC1C=CC=CC=1)=O)[CH3:14])=[CH2:7])=[O:5])[CH3:2]>C(O)C.[Pd]>[CH2:1]([O:3][C:4]([CH:6]([C@H:8]1[NH:11][C:10](=[O:12])[C@@H:9]1[C@H:13]([OH:15])[CH3:14])[CH3:7])=[O:5])[CH3:2]. Procedure details: A solution of (3S,4S)-4-(1-ethoxycarbonylethenyl)-3-(1-(R)-benzyloxycarbonyloxyethyl)-2-azetidinone (40.0 g) in ethanol (600 ml) was hydrogenated under hydrogen atmosphere in the presence of 10% Pd/C (20.0 g) at room temperature for 3 hours. The mixture was filtered, and the filtrate was evaporated in vacuo to give (3S,4S)-4-(1-ethoxycarbonylethyl)-3-(1-(R)-hydroxyethyl)-2-azetidinone as a yellowish oil.